This data is from the Open Reaction Database (ORD), a public repository of structured organic reaction records. The task is: describe an organic reaction: reactants, conditions, products, and yield The reactants are ClC1=CC=C(OC2=CC=C(C=C2)[N+](=O)[O-])C=C1 (4-(4'-chlorophenoxy) nitrobenzene), Pt, [H][H] (hydrogen). Reagents/catalysts: [Pt]=O (platinum oxide). Run in C(C)O (ethanol). Yields the product ClC1=CC=C(OC2=CC=C(N)C=C2)C=C1 (4-(4'-chlorophenoxy) aniline). The yield is 99.0%. Reaction SMILES: [Cl:1][C:2]1[CH:17]=[CH:16][C:5]([O:6][C:7]2[CH:12]=[CH:11][C:10]([N+:13]([O-])=O)=[CH:9][CH:8]=2)=[CH:4][CH:3]=1.[H][H]>C(O)C.[Pt]=O>[Cl:1][C:2]1[CH:17]=[CH:16][C:5]([O:6][C:7]2[CH:12]=[CH:11][C:10]([NH2:13])=[CH:9][CH:8]=2)=[CH:4][CH:3]=1. Procedure: A suspension of 16.0 g (64.1 mmole) of 4-(4'-chlorophenoxy) nitrobenzene and 75% Pt, 161 mg of platinum oxide (641 μmole, 1 mole %) in 200 ml of ethanol was stirred vigorously under hydrogen until hydrogen uptake ceased (about 4 hours). The suspension was filtered through celite and the solution was evaporated to dryness to obtain 13.94 g (99.3%) of the desired product as a pale brown solid. Reactants: CC(C)(SCC1CCNC1)C(=O)Nc1cc(C(C)(C)C)on1, C1CCOC1, CS(=O)(=O)Cl, CCN(C(C)C)C(C)C. Product: CC(C)(C)c1cc(NC(=O)C(C)(C)[SH](CC2CCNC2)S(C)(=O)=O)no1. RXN SMILES: [C:1]([CH3:2])([CH3:3])([CH3:4])[c:5]1[cH:6][c:7]([NH:10][C:11]([C:12]([CH3:13])([S:14][CH2:15][CH:16]2[CH2:17][NH:18][CH2:19][CH2:20]2)[CH3:21])=[O:22])[n:8][o:9]1.[CH2:37]1[O:38][CH2:39][CH2:40][CH2:41]1.[CH3:32][S:33]([Cl:34])(=[O:35])=[O:36].[CH:23]([N:24]([CH2:25][CH3:26])[CH:27]([CH3:28])[CH3:29])([CH3:30])[CH3:31]>>[C:1]([CH3:2])([CH3:3])([CH3:4])[c:5]1[cH:6][c:7]([NH:10][C:11]([C:12]([CH3:13])([SH:14]([CH2:15][CH:16]2[CH2:17][NH:18][CH2:19][CH2:20]2)[S:33]([CH3:32])(=[O:35])=[O:36])[CH3:21])=[O:22])[n:8][o:9]1.